This data is from the Open Reaction Database (ORD), a public repository of structured organic reaction records. The task is: describe an organic reaction: reactants, conditions, products, and yield Reactants: CO (Methanol), COC(C(CC1=CC2=CC=CC=C2C=C1)N1C(C(N(CC1)S(=O)(=O)C1=C(C=CC=C1)[N+](=O)[O-])COC)=O)=O (2-[3-methoxymethyl-4(2-nitro-benzenesulfonyl)-2-oxo-piperazin-1-yl]-3-naphthalen-2-yl-propionic acid methyl ester), CO (methanol). Solvent: C1CCOC1 (THF). Run at time 8 hour. Product: COC(C(CC1=CC2=CC=CC=C2C=C1)N1CC(N(CC1)S(=O)(=O)C1=C(C=CC=C1)[N+](=O)[O-])COC)=O (2-[3-methoxymethyl-4-(2-nitro-benzenesulfonyl)-piperazine-1-yl]-3-naphthalen-2-yl-propionic acid methyl ester). Isolated yield 64.0%. RXN SMILES: [CH3:1][O:2][C:3](=[O:38])[CH:4]([N:16]1[CH2:21][CH2:20][N:19]([S:22]([C:25]2[CH:30]=[CH:29][CH:28]=[CH:27][C:26]=2[N+:31]([O-:33])=[O:32])(=[O:24])=[O:23])[CH:18]([CH2:34][O:35][CH3:36])[C:17]1=O)[CH2:5][C:6]1[CH:15]=[CH:14][C:13]2[C:8](=[CH:9][CH:10]=[CH:11][CH:12]=2)[CH:7]=1.CO>C1COCC1>[CH3:1][O:2][C:3](=[O:38])[CH:4]([N:16]1[CH2:21][CH2:20][N:19]([S:22]([C:25]2[CH:30]=[CH:29][CH:28]=[CH:27][C:26]=2[N+:31]([O-:33])=[O:32])(=[O:23])=[O:24])[CH:18]([CH2:34][O:35][CH3:36])[CH2:17]1)[CH2:5][C:6]1[CH:15]=[CH:14][C:13]2[C:8](=[CH:9][CH:10]=[CH:11][CH:12]=2)[CH:7]=1. Reported procedure: To a solution of 2-[3-methoxymethyl-4(2-nitro-benzenesulfonyl)-2-oxo-piperazin-1-yl]-3-naphthalen-2-yl-propionic acid methyl ester, 60, (5.6 g, 10.4 mmol) in anhydrous THF (10 mL) is added 1.0M borane-tetrahydrofuran complex (31.2 mL) at −20° C. The reaction mixture is stirred at this temperature overnight. Methanol (3 mL) is added to the reaction mixture at −20° C. and allowed to stir for twenty minutes. Additional methanol (6 mL) is and the reaction mixture is allowed to warm to the room tempe... The reactants are C=CCBr, [K+], [K+], O=C(O)c1cccc([N+](=O)[O-])c1, O=C([O-])[O-]. Yields the product C=CCOC(=O)c1cccc([N+](=O)[O-])c1. As a reaction SMILES: [CH2:19]([CH:20]=[CH2:21])[Br:22].[K+:13].[K+:14].[N+:1](=[O:2])([O-:3])[c:4]1[cH:5][c:6]([C:7](=[O:8])[OH:9])[cH:10][cH:11][cH:12]1.[O-:15][C:16]([O-:17])=[O:18]>>[N+:1](=[O:2])([O-:3])[c:4]1[cH:5][c:6]([C:7](=[O:8])[O:9][CH2:21][CH:20]=[CH2:19])[cH:10][cH:11][cH:12]1. The reactants are Cl (Hydrochloric acid), [OH-].[Li+] (lithium hydroxide), C(#N)CP(OCC)(OCC)=O (diethyl cyanomethylphosphonate), C(C)(C)(C)C1=CC=C(COC2=C(C=C(C=C2)C2=CC=C(C=C2)OC(F)(F)F)C=O)C=C1 (4-[4-(tert-butyl)benzyloxy]-4′-(trifluoromethoxy)biphenyl-3-carbaldehyde), compound. Solvent: O1CCCC1 (tetrahydrofuran). Reaction conditions: temperature 70 celsius, time 30 minute. Product: C(C)(C)(C)C1=CC=C(COC2=C(C=C(C=C2)C2=CC=C(C=C2)OC(F)(F)F)C=CC#N)C=C1 (3-{4-[4-(tert-butyl)benzyloxy]-4′-(trifluoromethoxy)biphenyl-3-yl}acrylonitrile). The yield is 69.9%. Reaction SMILES: [OH-].[Li+].[C:3]([CH2:5]P(=O)(OCC)OCC)#[N:4].[C:14]([C:18]1[CH:44]=[CH:43][C:21]([CH2:22][O:23][C:24]2[CH:29]=[CH:28][C:27]([C:30]3[CH:35]=[CH:34][C:33]([O:36][C:37]([F:40])([F:39])[F:38])=[CH:32][CH:31]=3)=[CH:26][C:25]=2[CH:41]=O)=[CH:20][CH:19]=1)([CH3:17])([CH3:16])[CH3:15].Cl>O1CCCC1>[C:14]([C:18]1[CH:44]=[CH:43][C:21]([CH2:22][O:23][C:24]2[CH:29]=[CH:28][C:27]([C:30]3[CH:31]=[CH:32][C:33]([O:36][C:37]([F:39])([F:40])[F:38])=[CH:34][CH:35]=3)=[CH:26][C:25]=2[CH:41]=[CH:5][C:3]#[N:4])=[CH:20][CH:19]=1)([CH3:16])([CH3:17])[CH3:15] |f:0.1|. Reported procedure: A mixture of lithium hydroxide (101 mg, 2.40 mmol), diethyl cyanomethylphosphonate (390 mg, 2.20 mmol) and tetrahydrofuran (20 ml) was stirred at 70° C. for 30 minutes under argon atmosphere. After the reaction mixture was cooled to room temperature, 4-[4-(tert-butyl)benzyloxy]-4′-(trifluoromethoxy)biphenyl-3-carbaldehyde (compound of Example 4 (2); 857 mg, 2.00 mmol) was added, and the mixture was stirred at room temperature for 4 hours. 1N Hydrochloric acid was added to the reaction mixture an...